This data is from the Open Reaction Database (ORD), a public repository of structured organic reaction records. The task is: describe an organic reaction: reactants, conditions, products, and yield Starting materials: c1ccc2c3c([nH]c2c1)C(c1ccc2c(c1)OCO2)NCC3, C1CCC2=NCCCN2CC1, CCOC(C)=O, Cl, CN(C)C=O, O, ClCc1ccncc1. Yields the product c1ccc2c3c([nH]c2c1)C(c1ccc2c(c1)OCO2)N(Cc1ccncc1)CC3. Reaction SMILES: [CH2:1]1[O:2][c:3]2[cH:4][c:5]([CH:10]3[NH:11][CH2:12][CH2:13][c:14]4[c:15]5[cH:16][cH:17][cH:18][cH:19][c:20]5[nH:21][c:22]43)[cH:6][cH:7][c:8]2[O:9]1.[CH2:32]1[CH2:33][CH2:34][C:35]2=[N:40][CH2:39][CH2:38][CH2:37][N:36]2[CH2:41][CH2:42]1.[CH3:49][CH2:50][O:51][C:52](=[O:53])[CH3:54].[ClH:23].[O:44]=[CH:45][N:46]([CH3:47])[CH3:48].[OH2:43].[cH:24]1[cH:25][c:26]([CH2:30][Cl:31])[cH:27][cH:28][n:29]1>>[CH2:1]1[O:2][c:3]2[cH:4][c:5]([CH:10]3[N:11]([CH2:30][c:26]4[cH:25][cH:24][n:29][cH:28][cH:27]4)[CH2:12][CH2:13][c:14]4[c:15]5[cH:16][cH:17][cH:18][cH:19][c:20]5[nH:21][c:22]43)[cH:6][cH:7][c:8]2[O:9]1. Reactants: O (water), FC=1C=C(C(=O)OCC#C)C=C(C1F)F (2-propynyl 3,4,5-trifluorobenzoate), C(C#C)O (propargyl alcohol), [H-].[Na+] (sodium hydride). Solvent: CN(C)C=O (DMF). Conditions: temperature 0 celsius, time 1 hour. The product is FC=1C=C(C(=O)OCC#C)C=C(C1OCC#C)F (2-propynyl 3,5-difluoro-4-(2-propynyloxy)benzoate). The yield is 49.6%. Reaction SMILES: [F:1][C:2]1[CH:3]=[C:4]([CH:11]=[C:12]([F:15])[C:13]=1F)[C:5]([O:7][CH2:8][C:9]#[CH:10])=[O:6].[CH2:16]([OH:19])[C:17]#[CH:18].[H-].[Na+].O>CN(C=O)C>[F:15][C:12]1[CH:11]=[C:4]([CH:3]=[C:2]([F:1])[C:13]=1[O:19][CH2:16][C:17]#[CH:18])[C:5]([O:7][CH2:8][C:9]#[CH:10])=[O:6] |f:2.3|. Procedure details: To a solution of 5.0 g of 2-propynyl 3,4,5-trifluorobenzoate and 1.7 g of propargyl alcohol in 20 ml of DMF was added 1.1 g of 60% sodium hydride (oily) at 0° C. The mixture was stirred at 0° C. for 30 minutes and at room temperature for 1 hour. Then, water was added to the reaction mixture and the mixture was extracted with ethyl acetate. The organic layer was dried over magnesium sulfate and concentrated under reduced pressure. The residue was subjected to silica gel column chromatography to o... Starting materials: O=C([O-])[O-], CN(C)C=O, O=Cc1ccc(F)cc1, [K+], [K+], O, Oc1cccnc1. The product is O=Cc1ccc(Oc2cccnc2)cc1. RXN SMILES: [C:22](=[O:23])([O-:24])[O-:25].[CH3:1][N:2]([CH3:3])[CH:4]=[O:5].[F:13][c:14]1[cH:15][cH:16][c:17]([CH:18]=[O:19])[cH:20][cH:21]1.[K+:26].[K+:27].[OH2:28].[OH:6][c:7]1[cH:8][n:9][cH:10][cH:11][cH:12]1>>[O:6]([c:7]1[cH:8][n:9][cH:10][cH:11][cH:12]1)[c:14]1[cH:15][cH:16][c:17]([CH:18]=[O:19])[cH:20][cH:21]1. Reactants: C(=O)(OC(C)(C)C)N[C@H](C(C(=O)OC(C)C)=O)CC1=CC=CC=C1 (isopropyl (3S)-3-(N-Boc)amino-4-phenyl-2-oxobutyrate), CC([O-])C.[Al+3].CC([O-])C.CC([O-])C (aluminium isopropoxide), Cl (hydrochloric acid). The solvent is C(C)(C)O (isopropanol). Yields the product C(=O)(OC(C)(C)C)N[C@H]([C@@H](C(=O)OC(C)C)O)CC1=CC=CC=C1 (isopropyl (2S, 3S)-3-(N-Boc)amino-4-phenyl-2-hydroxybutyrate). Yield: 94.4%. Reaction SMILES: [C:1]([NH:8][C@@H:9]([CH2:18][C:19]1[CH:24]=[CH:23][CH:22]=[CH:21][CH:20]=1)[C:10](=[O:17])[C:11]([O:13][CH:14]([CH3:16])[CH3:15])=[O:12])([O:3][C:4]([CH3:7])([CH3:6])[CH3:5])=[O:2].CC(C)[O-].[Al+3].CC(C)[O-].CC(C)[O-].Cl>C(O)(C)C>[C:1]([NH:8][C@@H:9]([CH2:18][C:19]1[CH:24]=[CH:23][CH:22]=[CH:21][CH:20]=1)[C@H:10]([OH:17])[C:11]([O:13][CH:14]([CH3:16])[CH3:15])=[O:12])([O:3][C:4]([CH3:5])([CH3:6])[CH3:7])=[O:2] |f:1.2.3.4|. Reported procedure: In 10 ml of isopropanol was dissolved 1.0 g of isopropyl (3S)-3-(N-Boc)amino-4-phenyl-2-oxobutyrate, followed by addition of 0.7 g of aluminium isopropoxide, and heating under reflux for 4 hours. After the termination of the reaction was confirmed, an aqueous 1N hydrochloric acid solution was added to the resulting mixture, to adjust the mixture to pH 3.0, and the resulting mixture was concentrated under reduced pressure. The concentrate was diluted with ethyl acetate and water, followed by laye... Reactants: C1C(CC2=CC=CC=C12)NC1=NC=C(C=O)C=C1 (6-(2,3-dihydro-1H-inden-2-ylamino)nicotinaldehyde), C(CC(=O)O)(=O)O (malonic acid), N1CCCCC1 (piperidine). Solvent: N1=CC=CC=C1 (pyridine). Conditions: temperature 100 celsius, time 2 hour. Product: C1C(CC2=CC=CC=C12)NC1=CC=C(C=N1)/C=C/C(=O)O ((2E)-3-[6-(2,3-dihydro-1H-inden-2-ylamino)-3-pyridinyl]acrylic acid). The yield is 100.9%. RXN SMILES: [CH2:1]1[C:9]2[C:4](=[CH:5][CH:6]=[CH:7][CH:8]=2)[CH2:3][CH:2]1[NH:10][C:11]1[CH:18]=[CH:17][C:14]([CH:15]=O)=[CH:13][N:12]=1.C(O)(=O)[CH2:20][C:21]([OH:23])=[O:22].N1CCCCC1>N1C=CC=CC=1>[CH2:1]1[C:9]2[C:4](=[CH:5][CH:6]=[CH:7][CH:8]=2)[CH2:3][CH:2]1[NH:10][C:11]1[N:12]=[CH:13][C:14](/[CH:15]=[CH:20]/[C:21]([OH:23])=[O:22])=[CH:17][CH:18]=1. Procedure details: To a stirred solution of 6-(2,3-dihydro-1H-inden-2-ylamino)nicotinaldehyde (160 mg) and malonic acid (84 mg) in pyridine (6 mL) was added piperidine (0.01 mL), and the mixture was stirred at 100° C. for 2 hours. The solvent was evaporated in vacuo and the resulting powder was collected by filtration to give (2E)-3-[6-(2,3-dihydro-1H-inden-2-ylamino)-3-pyridinyl]acrylic acid (190 mg) as a pale yellow powder.